Dataset: the Open Reaction Database (ORD), a public repository of structured organic reaction records. Task: describe an organic reaction: reactants, conditions, products, and yield Starting materials: C=Cc1ccc(OC)c(F)c1C(O)c1cc(Cl)cnc1Cl, ClCCl, O=[Mn]=O. Product: C=Cc1ccc(OC)c(F)c1C(=O)c1cc(Cl)cnc1Cl. RXN SMILES: [Cl:1][c:2]1[n:3][cH:4][c:5]([Cl:21])[cH:6][c:7]1[CH:8]([OH:9])[c:10]1[c:11]([F:20])[c:12]([O:18][CH3:19])[cH:13][cH:14][c:15]1[CH:16]=[CH2:17].[Cl:22][CH2:23][Cl:24].[O:25]=[Mn:26]=[O:27]>>[Cl:1][c:2]1[n:3][cH:4][c:5]([Cl:21])[cH:6][c:7]1[C:8](=[O:9])[c:10]1[c:11]([F:20])[c:12]([O:18][CH3:19])[cH:13][cH:14][c:15]1[CH:16]=[CH2:17]. Reactants: CC1CCNCC1, O=C(Nc1nnn[nH]1)c1cncc(Cl)n1, c1ccccc1. Yields the product CC1CCN(c2cncc(C(=O)Nc3nnn[nH]3)n2)CC1. RXN SMILES: [CH3:16][CH:17]1[CH2:18][CH2:19][NH:20][CH2:21][CH2:22]1.[Cl:1][c:2]1[cH:3][n:4][cH:5][c:6]([C:8](=[O:9])[NH:10][c:11]2[n:12][n:13][n:14][nH:15]2)[n:7]1.[cH:23]1[cH:24][cH:25][cH:26][cH:27][cH:28]1>>[c:2]1([N:20]2[CH2:19][CH2:18][CH:17]([CH3:16])[CH2:22][CH2:21]2)[cH:3][n:4][cH:5][c:6]([C:8](=[O:9])[NH:10][c:11]2[n:12][n:13][n:14][nH:15]2)[n:7]1. Reactants: CCOCc1c(F)c(F)c(CO)c(F)c1F, C[O-], CO, COCCOCCOC, Cl, [Na+], O. The product is CCOCc1c(F)c(F)c(CO)c(OC)c1F. As a reaction SMILES: [CH2:4]([CH3:5])[O:6][CH2:7][c:8]1[c:9]([F:19])[c:10]([F:18])[c:11]([CH2:12][OH:13])[c:14]([F:17])[c:15]1[F:16].[CH3:1][O-:2].[CH3:22][OH:23].[CH3:24][O:25][CH2:26][CH2:27][O:28][CH2:29][CH2:30][O:31][CH3:32].[ClH:21].[Na+:3].[OH2:20]>>[CH3:1][O:2][c:14]1[c:11]([CH2:12][OH:13])[c:10]([F:18])[c:9]([F:19])[c:8]([CH2:7][O:6][CH2:4][CH3:5])[c:15]1[F:16].